Dataset: the Open Reaction Database (ORD), a public repository of structured organic reaction records. Task: describe an organic reaction: reactants, conditions, products, and yield Starting materials: COc1ccc(CN2CC=CC(C)(C)C(NC(=O)OC(C)(C)C)C2=O)c(OC)c1, CO. Product: COc1ccc(CN2CCCC(C)(C)C(NC(=O)OC(C)(C)C)C2=O)c(OC)c1. Reaction SMILES: [C:1]([CH3:2])([CH3:3])([CH3:4])[O:5][C:6]([NH:7][CH:8]1[C:9](=[O:28])[N:10]([CH2:17][c:18]2[c:19]([O:26][CH3:27])[cH:20][c:21]([O:24][CH3:25])[cH:22][cH:23]2)[CH2:11][CH:12]=[CH:13][C:14]1([CH3:15])[CH3:16])=[O:29].[CH3:30][OH:31]>>[C:1]([CH3:2])([CH3:3])([CH3:4])[O:5][C:6]([NH:7][CH:8]1[C:9](=[O:28])[N:10]([CH2:17][c:18]2[c:19]([O:26][CH3:27])[cH:20][c:21]([O:24][CH3:25])[cH:22][cH:23]2)[CH2:11][CH2:12][CH2:13][C:14]1([CH3:15])[CH3:16])=[O:29]. Starting materials: ClCC=1C(=NC=CC1)SC1CCCC1 (3-Chloromethyl-2-cyclopentylsulfanyl-pyridine), C(C)OC(=O)C1C(C1)C1=CC(=C(C=C1)O)F (2-(3-fluoro-4-hydroxy-phenyl)-cyclopropane carboxylic acid ethyl ester). Yields the product C1(CCCC1)SC1=NC=CC=C1COC1=C(C=C(C=C1)C1C(C1)C(=O)O)F (2-[4-(2-cyclopentylsulfanyl-pyridin-3-ylmethoxy)-3-fluoro-phenyl]-cyclopropane carboxylic acid). The yield is 101.7%. RXN SMILES: Cl[CH2:2][C:3]1[C:4]([S:9][CH:10]2[CH2:14][CH2:13][CH2:12][CH2:11]2)=[N:5][CH:6]=[CH:7][CH:8]=1.C([O:17][C:18]([CH:20]1[CH2:22][CH:21]1[C:23]1[CH:28]=[CH:27][C:26]([OH:29])=[C:25]([F:30])[CH:24]=1)=[O:19])C>>[CH:10]1([S:9][C:4]2[C:3]([CH2:2][O:29][C:26]3[CH:27]=[CH:28][C:23]([CH:21]4[CH2:22][CH:20]4[C:18]([OH:19])=[O:17])=[CH:24][C:25]=3[F:30])=[CH:8][CH:7]=[CH:6][N:5]=2)[CH2:14][CH2:13][CH2:12][CH2:11]1. Procedure details: 3-Chloromethyl-2-cyclopentylsulfanyl-pyridine (0.040 g, 0.17 mmol) obtained in Step C of Preparation Example 8 and 2-(3-fluoro-4-hydroxy-phenyl)-cyclopropane carboxylic acid ethyl ester (0.040 g, 0.17 mmol) obtained in Step C of Preparation Example 44 were used to react sequentially in the same manner as in Steps A and B of Example 1 to obtain the title compound (0.067 g, 98%). Reactants: P(=O)(Cl)(Cl)Cl (Phosphorous oxychloride), CN(C=O)C (dimethylformamide), C(C1=CC=CC=C1)OC1=C(C=C(C=C1)N1C(=CC2=CC=CC=C12)C)F (1-(4-benzyloxy-3-fluorophenyl)-2-methyl-1H-indole), CN(C=O)C (dimethylformamide), [OH-].[Na+] (NaOH). Conditions: time 15 minute. The product is C(C1=CC=CC=C1)OC1=C(C=C(C=C1)N1C(=C(C2=CC=CC=C12)C=O)C)F (1-(4-benzyloxy-3-fluorophenyl)-2-methyl-1H-indole-3-carbaldehyde). Reaction SMILES: P(Cl)(Cl)(Cl)=O.[CH2:6]([O:13][C:14]1[CH:19]=[CH:18][C:17]([N:20]2[C:28]3[C:23](=[CH:24][CH:25]=[CH:26][CH:27]=3)[CH:22]=[C:21]2[CH3:29])=[CH:16][C:15]=1[F:30])[C:7]1[CH:12]=[CH:11][CH:10]=[CH:9][CH:8]=1.[OH-].[Na+].CN(C)[CH:35]=[O:36]>>[CH2:6]([O:13][C:14]1[CH:19]=[CH:18][C:17]([N:20]2[C:28]3[C:23](=[CH:24][CH:25]=[CH:26][CH:27]=3)[C:22]([CH:35]=[O:36])=[C:21]2[CH3:29])=[CH:16][C:15]=1[F:30])[C:7]1[CH:8]=[CH:9][CH:10]=[CH:11][CH:12]=1 |f:2.3|. Procedure details: Phosphorous oxychloride (3 mL) was added to anhydrous dimethylformamide (6 mL) and the mixture allowed to stir at room temperature for 15 min. A mixture of 1-(4-benzyloxy-3-fluorophenyl)-2-methyl-1H-indole (1.03 g, 3.1 mmol) in dimethylformamide (10 mL) was added and the mixture heated to 80° C. and held for 18 hr. The reaction mixture was poured onto ice and adjusted to a pH of 7 by the addition of 2 N NaOH. The mixture was extracted with ethyl acetate (2×100 mL), the organic layer washed with ... Starting materials: Cc1cc(-c2cccc(C(=O)CC(=O)Nc3cc(C(F)(F)F)c(N4CCCC4)cc3NC(=O)OC(C)(C)C)c2)ccn1, ClCCl, O=C(O)C(F)(F)F. Yields the product Cc1cc(-c2cccc(C3=Nc4cc(N5CCCC5)c(C(F)(F)F)cc4NC(=O)C3)c2)ccn1. RXN SMILES: [C:1]([O:2][C:3](=[O:4])[NH:7][c:8]1[c:9]([NH:23][C:24]([CH2:25][C:26](=[O:5])[c:28]2[cH:29][c:30](-[c:34]3[cH:35][c:36]([CH3:40])[n:37][cH:38][cH:39]3)[cH:31][cH:32][cH:33]2)=[O:41])[cH:10][c:11]([C:19]([F:20])([F:21])[F:22])[c:12]([N:14]2[CH2:15][CH2:16][CH2:17][CH2:18]2)[cH:13]1)([CH3:6])([CH3:27])[CH3:42].[Cl:50][CH2:51][Cl:52].[F:43][C:44]([F:45])([F:46])[C:47]([OH:48])=[O:49]>>[N:7]1=[C:26]([c:28]2[cH:29][c:30](-[c:34]3[cH:35][c:36]([CH3:40])[n:37][cH:38][cH:39]3)[cH:31][cH:32][cH:33]2)[CH2:25][C:24](=[O:41])[NH:23][c:9]2[c:8]1[cH:13][c:12]([N:14]1[CH2:15][CH2:16][CH2:17][CH2:18]1)[c:11]([C:19]([F:20])([F:21])[F:22])[cH:10]2. Reactants: O=C([O-])O, Cc1ccccc1, O=C(CCCCl)c1ccc(C2CCCC2)cc1, [I-], [K+], [K+], O, OC(c1ccccc1)(c1ccccc1)C1CCNCC1. Yields the product Cl, O=C(CCCN1CCC(C(O)(c2ccccc2)c2ccccc2)CC1)c1ccc(C2CCCC2)cc1. RXN SMILES: [C:38](=[O:39])([OH:40])[O-:41].[CH3:45][c:46]1[cH:47][cH:48][cH:49][cH:50][cH:51]1.[Cl:21][CH2:22][CH2:23][CH2:24][C:25](=[O:26])[c:27]1[cH:28][cH:29][c:30]([CH:33]2[CH2:34][CH2:35][CH2:36][CH2:37]2)[cH:31][cH:32]1.[I-:44].[K+:42].[K+:43].[OH2:52].[c:1]1([C:7]([OH:8])([CH:9]2[CH2:10][CH2:11][NH:12][CH2:13][CH2:14]2)[c:15]2[cH:16][cH:17][cH:18][cH:19][cH:20]2)[cH:2][cH:3][cH:4][cH:5][cH:6]1>>[ClH:21].[c:1]1([C:7]([OH:8])([CH:9]2[CH2:10][CH2:11][N:12]([CH2:22][CH2:23][CH2:24][C:25](=[O:26])[c:27]3[cH:28][cH:29][c:30]([CH:33]4[CH2:34][CH2:35][CH2:36][CH2:37]4)[cH:31][cH:32]3)[CH2:13][CH2:14]2)[c:15]2[cH:16][cH:17][cH:18][cH:19][cH:20]2)[cH:2][cH:3][cH:4][cH:5][cH:6]1. The reactants are CCO, CC(C)n1nnc2cc(C(=O)c3ccc(F)cc3)ccc21. Yields the product CC(C)n1nnc2cc(C(O)c3ccc(F)cc3)ccc21. RXN SMILES: [CH3:22][CH2:23][OH:24].[F:1][c:2]1[cH:3][cH:4][c:5]([C:8](=[O:9])[c:10]2[cH:11][c:12]3[c:13]([n:14]([CH:17]([CH3:18])[CH3:19])[n:15][n:16]3)[cH:20][cH:21]2)[cH:6][cH:7]1>>[F:1][c:2]1[cH:3][cH:4][c:5]([CH:8]([OH:9])[c:10]2[cH:11][c:12]3[c:13]([n:14]([CH:17]([CH3:18])[CH3:19])[n:15][n:16]3)[cH:20][cH:21]2)[cH:6][cH:7]1. Starting materials: C(C1=CC=CC=C1)OC(=O)C(C(=O)OC(C)(C)C)CC[C@@H](C(=O)OC(C)(C)C)NC(=O)OC(C)(C)C (di-tert-butyl (5S)-2-(benzyloxycarbonyl)-5-[(tert-butoxycarbonyl)-amino]hexanedioate), [H-].[Na+] (sodium hydride), C(C1=CC=CC=C1)OC1=CC=C(C=C1)CCBr (1-(benzyloxy)-4-(2-bromoethyl)benzene). Run in CN(C=O)C (N,N-dimethyl formamide), CN(C=O)C (N,N-dimethyl formamide). Conditions: time 30 minute. Product: C(C1=CC=CC=C1)OC1=CC=C(C=C1)CCC(CC[C@@H](C(=O)OC(C)(C)C)NC(=O)OC(C)(C)C)(C(=O)OCC1=CC=CC=C1)C(=O)OC(C)(C)C (4-Benzyl 1,4-di-tert-butyl (1S)-6-[4-(benzyloxy)phenyl]-1-[(tert-butoxycarbonyl)amino]hexane-1,4,4-tricarboxylate). Yield: 26.3%. Reaction SMILES: [CH2:1]([O:8][C:9]([CH:11]([CH2:19][CH2:20][C@H:21]([NH:29][C:30]([O:32][C:33]([CH3:36])([CH3:35])[CH3:34])=[O:31])[C:22]([O:24][C:25]([CH3:28])([CH3:27])[CH3:26])=[O:23])[C:12]([O:14][C:15]([CH3:18])([CH3:17])[CH3:16])=[O:13])=[O:10])[C:2]1[CH:7]=[CH:6][CH:5]=[CH:4][CH:3]=1.[H-].[Na+].[CH2:39]([O:46][C:47]1[CH:52]=[CH:51][C:50]([CH2:53][CH2:54]Br)=[CH:49][CH:48]=1)[C:40]1[CH:45]=[CH:44][CH:43]=[CH:42][CH:41]=1>CN(C)C=O>[CH2:39]([O:46][C:47]1[CH:48]=[CH:49][C:50]([CH2:53][CH2:54][C:11]([C:12]([O:14][C:15]([CH3:18])([CH3:17])[CH3:16])=[O:13])([C:9]([O:8][CH2:1][C:2]2[CH:3]=[CH:4][CH:5]=[CH:6][CH:7]=2)=[O:10])[CH2:19][CH2:20][C@H:21]([NH:29][C:30]([O:32][C:33]([CH3:36])([CH3:35])[CH3:34])=[O:31])[C:22]([O:24][C:25]([CH3:26])([CH3:27])[CH3:28])=[O:23])=[CH:51][CH:52]=1)[C:40]1[CH:41]=[CH:42][CH:43]=[CH:44][CH:45]=1 |f:1.2|. Procedure details: To a solution of 1.11 g di-tert-butyl (5S)-2-(benzyloxycarbonyl)-5-[(tert-butoxycarbonyl)-amino]hexanedioate (2.19 mmol; see example 12f) in N,N-dimethyl formamide (30 mL) was added under argon atmosphere 96 mg of sodium hydride (60% in oil, 2.40 mmol), and the mixture was stirred for 30 min at room temperature. Subsequently, a solution of 700 mg of 1-(benzyloxy)-4-(2-bromoethyl)benzene (2.40 mmol) in N,N-dimethyl formamide (15 mL) was added, an the mixture was stirred at 60° C. for 3 hours. The...